From a dataset of the Open Reaction Database (ORD), a public repository of structured organic reaction records. describe an organic reaction: reactants, conditions, products, and yield Reactants: FC1=C(C=CC=C1C1=CC=NC=C1)C(C)=O (1-(2-fluoro-3-pyridin-4-ylphenyl)ethanone), ( 41 ), ( 96 ), Cl (hydrochloric acid), ( 37 ), ( 20 ). Reagents/catalysts: [Pt]=O (platinum oxide). Solvent: CO (methanol). The product is FC1=C(C=CC=C1C1CCNCC1)C(C)=O (1-(2-FLUORO-3-PIPERIDIN-4-YLPHENYL)ETHANONE). As a reaction SMILES: [F:1][C:2]1[C:7]([C:8]2[CH:13]=[CH:12][N:11]=[CH:10][CH:9]=2)=[CH:6][CH:5]=[CH:4][C:3]=1[C:14](=[O:16])[CH3:15].Cl>[Pt]=O.CO>[F:1][C:2]1[C:7]([CH:8]2[CH2:9][CH2:10][NH:11][CH2:12][CH2:13]2)=[CH:6][CH:5]=[CH:4][C:3]=1[C:14](=[O:16])[CH3:15]. Reported procedure: Preparation according to preparation 9: 1-(2-fluoro-3-pyridin-4-ylphenyl)ethanone (0.2 g, 0.93 mmol), hydrochloric acid (0.05 ml, conc.) methanol (5 ml), platinum oxide (0.02 g). Yield: 0.2 g. MS m/z (relative intensity, 70 eV) 221 (M+, 25), 220 (37), 178 (96), 149 (41) 101 (20). Run at temperature 80 celsius. The yield is 12.4%. RXN SMILES: [Cl:1][C:2]1[CH:7]=[CH:6][C:5]([NH:8][C:9]2[O:13][C:12]([C:14]3[CH:19]=[CH:18][C:17]([OH:20])=[CH:16][CH:15]=3)=[N:11][N:10]=2)=[CH:4][CH:3]=1.C[Si]([N-][Si](C)(C)C)(C)C.[K+].Cl[C:32]1[N:37]=[C:36]([NH2:38])[N:35]=[C:34]([NH2:39])[CH:33]=1.C([O-])([O-])=O.[K+].[K+]>CN(C=O)C.CO>[Cl:1][C:2]1[CH:3]=[CH:4][C:5]([NH:8][C:9]2[O:13][C:12]([C:14]3[CH:19]=[CH:18][C:17]([O:20][C:32]4[N:37]=[C:36]([NH2:38])[N:35]=[C:34]([NH2:39])[CH:33]=4)=[CH:16][CH:15]=3)=[N:11][N:10]=2)=[CH:6][CH:7]=1 |f:1.2,4.5.6|. Solvent: CN(C)C=O (DMF), CO (MeOH). The product is ClC1=CC=C(C=C1)NC1=NN=C(O1)C1=CC=C(OC2=CC(=NC(=N2)N)N)C=C1 (6-(4-{5-[(4-chlorophenyl)amino]-1,3,4-oxadiazol-2-yl}phenoxy) pyrimidine-2,4-diamine). Starting materials: C[Si](C)(C)[N-][Si](C)(C)C.[K+] (potassium bis(trimethylsilyl)amide), C(=O)([O-])[O-].[K+].[K+] (K2CO3), ClC1=CC=C(C=C1)NC1=NN=C(O1)C1=CC=C(C=C1)O (4-{5-[(4-chlorophenyl)amino]-1,3,4-oxadiazol-2-yl}phenol), ClC1=CC(=NC(=N1)N)N (6-chloro-2,4-diamino-pyrimidine). Procedure details: 4-{5-[(4-chlorophenyl)amino]-1,3,4-oxadiazol-2-yl}phenol (144.0 mg, 0.5 mmol) was dissolved in 3 mL of anhydrous DMF in a 2-5 mL microwave vial (Personal Chemistry). Solid potassium bis(trimethylsilyl)amide (100.0 mg, 0.5 mmol) was added and the reaction mixture was stirred with heating at 80° C. for 10 min, then 6-chloro-2,4-diamino-pyrimidine (72.3 mg, 0.5 mmol) was added, followed by anhydrous K2CO3 (34.5 mg, 0.25 mmol). Then the vial was capped and microwaved at 200° C. for 15 min. Then the ... Reactants: FC(C(=O)O)(F)F.NC1=C(C=C(C(=O)O)C=C1)CNC(CC)=O (4-amino-3-[(N-methylacetylamino)methyl]benzoic acid trifluoro acetate), C(C)(C)N(CC)C(C)C (diisopropylethyl amine), C=1C=CC2=C(C1)N=NN2O (HOBt), CN1C(=CC2=CC=CC=C12)CNC (1-methyl-2-(methylaminomethyl)indole), C(CCl)Cl (EDC). Solvent: CN(C)C=O (DMF). Run at time 12 hour. The product is NC1=C(C=C(C=C1)C(N(CC=1N(C2=CC=CC=C2C1)C)C)=O)CN(C(C)=O)C (N-[(2-amino-5-{N-methyl-N-[(1-methylindol-2-yl)methyl]carbamoyl}phenyl)methyl]-N-methylacetamide). The yield is 88.9%. RXN SMILES: F[C:2](F)(F)C(O)=O.[NH2:8][C:9]1[CH:17]=[CH:16][C:12]([C:13]([OH:15])=O)=[CH:11][C:10]=1[CH2:18][NH:19][C:20](=[O:23])[CH2:21]C.C(N(C(C)C)CC)(C)C.C1C=CC2N(O)N=NC=2C=1.[CH3:43][N:44]1[C:52]2[C:47](=[CH:48][CH:49]=[CH:50][CH:51]=2)[CH:46]=[C:45]1[CH2:53][NH:54][CH3:55].C(Cl)CCl>CN(C=O)C>[NH2:8][C:9]1[CH:17]=[CH:16][C:12]([C:13](=[O:15])[N:54]([CH3:55])[CH2:53][C:45]2[N:44]([CH3:43])[C:52]3[C:47]([CH:46]=2)=[CH:48][CH:49]=[CH:50][CH:51]=3)=[CH:11][C:10]=1[CH2:18][N:19]([CH3:2])[C:20](=[O:23])[CH3:21] |f:0.1|. Procedure details: To a stirred solution of 4-amino-3-[(N-methylacetylamino)methyl]benzoic acid trifluoro acetate (0.73 g, 2.17 mmole), from Procedure 3, in DMF (20 mL) at RT was added diisopropylethyl amine (0.83 ml, 4.78 mmole), HOBt (0.32 g, 2.39 mmole), 1-methyl-2-(methylaminomethyl)indole (0.40 g, 2.39 mmole) and finally EDC (0.45 g, 2.39 mmole). After 12 hr, the reaction contents were poured onto H2O (100 mL) and extracted with EtOAc (2×100 mL). The organic phases were combined and sequentially washed with H... Reactants: C1(=CC=CC=C1)OC(NC=1SC2=C(N1)C(=CC=C2N2CCOCC2)OC)=O ((4-methoxy-7-morpholin-4-yl-benzothiazol-2-yl)-carbamic acid phenyl ester), C(C)N(C(C)C)C(C)C (N-ethyl-diisopropyl-amine), OC1(CCNCC1)C (4-hydroxy-4-methyl-piperidine). The solvent is ClC(Cl)Cl (trichloromethane), ClC(Cl)Cl (trichloromethane), O1CCCC1 (tetrahydrofurane). Product: COC1=CC=C(C2=C1N=C(S2)NC(=O)N2CCC(CC2)(C)O)N2CCOCC2 (4-Hydroxy-4-methyl-piperidine-1-carboxylic acid(4-methoxy-7-morpholin-4-yl-benzothiazol-2-yl)-amide). Isolated yield 78.0%. RXN SMILES: C1(O[C:8](=[O:27])[NH:9][C:10]2[S:11][C:12]3[C:18]([N:19]4[CH2:24][CH2:23][O:22][CH2:21][CH2:20]4)=[CH:17][CH:16]=[C:15]([O:25][CH3:26])[C:13]=3[N:14]=2)C=CC=CC=1.C(N(C(C)C)C(C)C)C.[OH:37][C:38]1([CH3:44])[CH2:43][CH2:42][NH:41][CH2:40][CH2:39]1>ClC(Cl)Cl.O1CCCC1>[CH3:26][O:25][C:15]1[C:13]2[N:14]=[C:10]([NH:9][C:8]([N:41]3[CH2:42][CH2:43][C:38]([OH:37])([CH3:44])[CH2:39][CH2:40]3)=[O:27])[S:11][C:12]=2[C:18]([N:19]2[CH2:20][CH2:21][O:22][CH2:23][CH2:24]2)=[CH:17][CH:16]=1. Procedure: To a solution of (4-methoxy-7-morpholin-4-yl-benzothiazol-2-yl)-carbamic acid phenyl ester (3.2 g, 8.3 mmol) and N-ethyl-diisopropyl-amine (4.4 ml, 25 mmol) in trichloromethane (50 ml) is added a solution of 4-hydroxy-4-methyl-piperidine in trichloromethane (3 ml) and tetrahydrofurane (3 ml) and the resulting mixture heated to reflux for 1 h. The reaction mixture is then cooled to ambient temperature and extracted with saturated aqueous sodium carbonate (15 ml) and water (2×5 ml). Final drying w... Procedure: To a cooled (ice/water) solution of 9.4 g. of 3 -methylthio-5-trifluoromethyl-2-indolinone predissolved in 318 ml. of methylene chloride is added 7.33 g. of m-chloroperoxybenzoic acid in small portions over a period of one minute. The ice/water bath is then removed; and, after eight minutes stirring, the reaction mixture is filtered (after the peracid is dissolved and before the product precipitates). The reaction mixture is stirred for an additional hour during which product precipitates. The p... Run in C(Cl)Cl (methylene chloride). Reaction conditions: time 8 minute. The reactants are ice water, CSC1C(NC2=CC=C(C=C12)C(F)(F)F)=O (3 -methylthio-5-trifluoromethyl-2-indolinone), ClC=1C=C(C(=O)OO)C=CC1 (m-chloroperoxybenzoic acid). Product: CS(=O)C1C(NC2=CC=C(C=C12)C(F)(F)F)=O (3-methylsulfinyl- 5-trifluoromethyl-2-indolinone). As a reaction SMILES: [CH3:1][S:2][CH:3]1[C:11]2[C:6](=[CH:7][CH:8]=[C:9]([C:12]([F:15])([F:14])[F:13])[CH:10]=2)[NH:5][C:4]1=[O:16].ClC1C=C(C=CC=1)C(OO)=[O:22]>C(Cl)Cl>[CH3:1][S:2]([CH:3]1[C:11]2[C:6](=[CH:7][CH:8]=[C:9]([C:12]([F:15])([F:13])[F:14])[CH:10]=2)[NH:5][C:4]1=[O:16])=[O:22]. Reactants: ClCCCl, Cn1c(Nc2ccc(Cl)cc2)nc2cc(Oc3ccnc(N)c3)ccc21, C1CCOC1, O=C(O)c1ccccc1. Product: Cn1c(Nc2ccc(Cl)cc2)nc2cc(Oc3ccnc(NC(=O)c4ccccc4)c3)ccc21. RXN SMILES: [CH2:27]([Cl:28])[CH2:29][Cl:30].[NH2:1][c:2]1[n:3][cH:4][cH:5][c:6]([O:8][c:9]2[cH:10][c:11]3[c:12]([n:13]([CH3:24])[c:14]([NH:16][c:17]4[cH:18][cH:19][c:20]([Cl:23])[cH:21][cH:22]4)[n:15]3)[cH:25][cH:26]2)[cH:7]1.[O:40]1[CH2:41][CH2:42][CH2:43][CH2:44]1.[OH:31][C:32](=[O:33])[c:34]1[cH:35][cH:36][cH:37][cH:38][cH:39]1>>[NH:1]([c:2]1[n:3][cH:4][cH:5][c:6]([O:8][c:9]2[cH:10][c:11]3[c:12]([n:13]([CH3:24])[c:14]([NH:16][c:17]4[cH:18][cH:19][c:20]([Cl:23])[cH:21][cH:22]4)[n:15]3)[cH:25][cH:26]2)[cH:7]1)[C:32](=[O:31])[c:34]1[cH:35][cH:36][cH:37][cH:38][cH:39]1.